Dataset: the Open Reaction Database (ORD), a public repository of structured organic reaction records. Task: describe an organic reaction: reactants, conditions, products, and yield Reactants: FC(C1=CC=CC(=C1O)[N+](=O)[O-])(F)F (6-trifluoromethyl-2-nitrophenol), [Sn](Cl)Cl (tin (II) chloride), [OH-].[Na+] (NaOH). The solvent is C(C)O (ethanol). Reaction conditions: temperature 80 celsius, time 2 hour. Yields the product NC1=C(C(=CC=C1)C(F)(F)F)O (2-amino-6-trifluoromethylphenol). The yield is 87.9%. RXN SMILES: [F:1][C:2]([F:14])([F:13])[C:3]1[C:8]([OH:9])=[C:7]([N+:10]([O-])=O)[CH:6]=[CH:5][CH:4]=1.[Sn](Cl)Cl.[OH-].[Na+]>C(O)C>[NH2:10][C:7]1[CH:6]=[CH:5][CH:4]=[C:3]([C:2]([F:1])([F:13])[F:14])[C:8]=1[OH:9] |f:2.3|. Procedure details: A mixture of 6-trifluoromethyl-2-nitrophenol(1.84 g, 8.67 mmol) and tin (II) chloride (6.0 g, 26.2 mmol) in ethanol(150 mL) was heated at 80° C. under argon. After 2 hours, the starting material has disappeared and the solution was allowed to cool down and then poured into ice. The pH was made slightly basic (pH7-8), by addition of solid NaOH, before being extracted with ethyl acetate. The organic phase was washed with brine, dried over MgSO4 and filtered. The solvent was evaporated and chromato... The reactants are COc1ccc(C(CC=CC=CC(=O)O)OC)cc1, O=C(Cl)C(=O)Cl, [H-], [Na+], c1ccccc1. The product is COc1ccc(C(CC=CC=CC(=O)O)OC)cc1, [Cl-]. Reaction SMILES: [CH3:3][O:4][CH:5]([CH2:6][CH:7]=[CH:8][CH:9]=[CH:10][C:11](=[O:12])[OH:13])[c:14]1[cH:15][cH:16][c:17]([O:20][CH3:21])[cH:18][cH:19]1.[Cl:22][C:23]([C:24]([Cl:25])=[O:26])=[O:27].[H-:2].[Na+:1].[cH:28]1[cH:29][cH:30][cH:31][cH:32][cH:33]1>>[CH3:3][O:4][CH:5]([CH2:6][CH:7]=[CH:8][CH:9]=[CH:10][C:11](=[O:12])[OH:13])[c:14]1[cH:15][cH:16][c:17]([O:20][CH3:21])[cH:18][cH:19]1.[Cl-:22].